From a dataset of the Open Reaction Database (ORD), a public repository of structured organic reaction records. describe an organic reaction: reactants, conditions, products, and yield The reactants are Cc1cc(-c2cc(C(F)(F)F)nc(Cl)n2)ccc1C(F)(F)F, Ic1c[nH]cn1. Product: Cc1cc(-c2cc(C(F)(F)F)nc(-n3cnc(I)c3)n2)ccc1C(F)(F)F. As a reaction SMILES: [Cl:1][c:2]1[n:3][c:4](-[c:12]2[cH:13][c:14]([CH3:22])[c:15]([C:18]([F:19])([F:20])[F:21])[cH:16][cH:17]2)[cH:5][c:6]([C:8]([F:9])([F:10])[F:11])[n:7]1.[I:23][c:24]1[n:25][cH:26][nH:27][cH:28]1>>[c:2]1(-[n:27]2[cH:26][n:25][c:24]([I:23])[cH:28]2)[n:3][c:4](-[c:12]2[cH:13][c:14]([CH3:22])[c:15]([C:18]([F:19])([F:20])[F:21])[cH:16][cH:17]2)[cH:5][c:6]([C:8]([F:9])([F:10])[F:11])[n:7]1. Reactants: C1(=CC=CC=C1)COC(N(C)CC1=CC=C(C=C1)C=1C=C2[C@@H](C[C@@H](N(C2=CC1)C(C)=O)C)NC1=NC=C(C=C1)F)=O (phenylmethyl[(4-{(2S,4R)-1-acetyl-4-[(5-fluoro-2-pyridinyl)amino]-2-methyl-1,2,3,4-tetrahydro-6-quinolinyl}phenyl)methyl]methylcarbamate), intermediate 79, Cl (HCl). Reagents/catalysts: [Pd] (palladium). Run in C(C)O (ethanol), CO (MeOH). Conditions: time 17 hour. The product is Cl.C(C)(=O)N1[C@H](C[C@H](C2=CC(=CC=C12)C1=CC=C(C=C1)CNC)NC1=NC=C(C=C1)F)C ((2S,4R)-1-acetyl-N-(5-fluoro-2-pyridinyl)-2-methyl-6-{4-[(methylamino)methyl]phenyl}-1,2,3,4-tetrahydro-4-quinolinamine hydrochloride). Isolated yield 48.0%. Reaction SMILES: C1(CO[C:9](=O)[N:10]([CH2:12][C:13]2[CH:18]=[CH:17][C:16]([C:19]3[CH:20]=[C:21]4[C:26](=[CH:27][CH:28]=3)[N:25]([C:29](=[O:31])[CH3:30])[C@@H:24]([CH3:32])[CH2:23][C@H:22]4[NH:33][C:34]3[CH:39]=[CH:38][C:37]([F:40])=[CH:36][N:35]=3)=[CH:15][CH:14]=2)C)C=CC=CC=1.[ClH:42]>C(O)C.CO.[Pd]>[ClH:42].[C:29]([N:25]1[C:26]2[C:21](=[CH:20][C:19]([C:16]3[CH:15]=[CH:14][C:13]([CH2:12][NH:10][CH3:9])=[CH:18][CH:17]=3)=[CH:28][CH:27]=2)[C@H:22]([NH:33][C:34]2[CH:39]=[CH:38][C:37]([F:40])=[CH:36][N:35]=2)[CH2:23][C@@H:24]1[CH3:32])(=[O:31])[CH3:30] |f:5.6|. Procedure: A mixture of phenylmethyl[(4-{(2S,4R)-1-acetyl-4-[(5-fluoro-2-pyridinyl)amino]-2-methyl-1,2,3,4-tetrahydro-6-quinolinyl}phenyl)methyl]methylcarbamate (for a preparation see intermediate 79) (55 mg, 0.100 mmol) and palladium (10% w/w on charcoal, 50% wet, 6.35 mg, 0.060 mmol) in ethanol (9 mL) was stirred under hydrogen (1 bar) at room temperature for 17 h then filtered through celite. The insoluble material was rinsed with ethanol (20 mL) and the combined filtrate and washings were concentrated ...